This data is from the Open Reaction Database (ORD), a public repository of structured organic reaction records. The task is: describe an organic reaction: reactants, conditions, products, and yield The reactants are O=C1CCN(CC1)C1=CC=C(C=C1)NS(=O)(=O)CCCCCCCC (Octane-1-sulfonic acid [4-(4-oxo-1-piperidineyl)-phenyl]-amide), NC[C@@H](COC1=CC=C(C=C1)O)O ((2S)-1-Amino-3-(4-hydroxy-phenoxy)-propan-2-ol). Product: O[C@@H](CNC1CCN(CC1)C1=CC=C(C=C1)NS(=O)(=O)CCCCCCCC)COC1=CC=C(C=C1)O (N-[4-(4-{[(2S)-2-Hydroxy-3-(4-hydroxyphenoxy)propyl]amino}-1-piperidineyl)phenyl]-1-octanesulfonamide). Procedure details: The title compound was prepared from octane-1-sulfonic acid (4-(4-oxo-piperidine-1-yl)-phenyl]-amide (which was obtained in Example 230) and 4-((2S)-3-amino-2-hydroxy-propoxyl)-phenol (which was obtained in Example 5) according to the procedure of Example 278 as an off-white solid; 1H NMR (300 MHz, DMSO-d6) δ 0.85 (t, J=7.0 Hz, 3H), 1.15-1.45 (m, 12H), 1.50-1.70 (m, 2H), 1.80-1.95 (m, 2H), 2.50-2.80 (m, 5H), 2.92 (brt, J=6.7 Hz, 2H), 3.54 (brd, J=12.3 Hz, 2H), 3.70-3.90 (m, 3H), 6.66 (d, J=6.7 H... As a reaction SMILES: O=[C:2]1[CH2:7][CH2:6][N:5]([C:8]2[CH:13]=[CH:12][C:11]([NH:14][S:15]([CH2:18][CH2:19][CH2:20][CH2:21][CH2:22][CH2:23][CH2:24][CH3:25])(=[O:17])=[O:16])=[CH:10][CH:9]=2)[CH2:4][CH2:3]1.[NH2:26][CH2:27][C@H:28]([OH:38])[CH2:29][O:30][C:31]1[CH:36]=[CH:35][C:34]([OH:37])=[CH:33][CH:32]=1>>[OH:38][C@H:28]([CH2:29][O:30][C:31]1[CH:36]=[CH:35][C:34]([OH:37])=[CH:33][CH:32]=1)[CH2:27][NH:26][CH:2]1[CH2:7][CH2:6][N:5]([C:8]2[CH:13]=[CH:12][C:11]([NH:14][S:15]([CH2:18][CH2:19][CH2:20][CH2:21][CH2:22][CH2:23][CH2:24][CH3:25])(=[O:17])=[O:16])=[CH:10][CH:9]=2)[CH2:4][CH2:3]1.